From a dataset of the Open Reaction Database (ORD), a public repository of structured organic reaction records. describe an organic reaction: reactants, conditions, products, and yield Starting materials: CI, CC(C)N1CCC(Oc2ccc3c(c2)cc2n3C(C)CNC2=O)CC1, [H-], [Na+]. Product: CC(C)N1CCC(Oc2ccc3c(c2)cc2n3C(C)CN(C)C2=O)CC1. As a reaction SMILES: [CH3:26][I:27].[CH:1]([CH3:2])([CH3:3])[N:4]1[CH2:5][CH2:6][CH:7]([O:10][c:11]2[cH:12][c:13]3[cH:14][c:15]4[n:16]([c:17]3[cH:18][cH:19]2)[CH:20]([CH3:25])[CH2:21][NH:22][C:23]4=[O:24])[CH2:8][CH2:9]1.[H-:28].[Na+:29]>>[CH:1]([CH3:2])([CH3:3])[N:4]1[CH2:5][CH2:6][CH:7]([O:10][c:11]2[cH:12][c:13]3[cH:14][c:15]4[n:16]([c:17]3[cH:18][cH:19]2)[CH:20]([CH3:25])[CH2:21][N:22]([CH3:26])[C:23]4=[O:24])[CH2:8][CH2:9]1. The reactants are O=Cc1cccc(Br)c1, C=C(C)C, COC(=O)c1cc(Cl)ccc1N, CC#N, CCOC(C)=O, O=S(=O)([O-])C(F)(F)F, O=S(=O)([O-])C(F)(F)F, O=S(=O)([O-])C(F)(F)F, [Yb+3]. RXN SMILES: [Br:13][c:14]1[cH:15][c:16]([CH:17]=[O:18])[cH:19][cH:20][cH:21]1.[CH2:22]=[C:23]([CH3:24])[CH3:25].[CH3:1][O:2][C:3]([c:4]1[c:5]([NH2:11])[cH:6][cH:7][c:8]([Cl:10])[cH:9]1)=[O:12].[CH3:51][C:52]#[N:53].[CH3:54][CH2:55][O:56][C:57](=[O:58])[CH3:59].[F:26][C:27]([F:28])([F:29])[S:30]([O-:31])(=[O:32])=[O:33].[F:35][C:36]([F:37])([F:38])[S:39]([O-:40])(=[O:41])=[O:42].[F:43][C:44]([F:45])([F:46])[S:47]([O-:48])(=[O:49])=[O:50].[Yb+3:34]>>[CH3:1][O:2][C:3]([c:4]1[c:5]2[c:6]([cH:7][c:8]([Cl:10])[cH:9]1)[C:23]([CH3:24])([CH3:25])[CH2:22][CH:17]([c:16]1[cH:15][c:14]([Br:13])[cH:21][cH:20][cH:19]1)[NH:11]2)=[O:12]. Product: COC(=O)c1cc(Cl)cc2c1NC(c1cccc(Br)c1)CC2(C)C. The reactants are CN1CCN(c2ccc(Nc3ncc4ccc(Br)n4n3)cc2)CC1, O=C([O-])[O-], CC1(C)c2cccc(P(c3ccccc3)c3ccccc3)c2Oc2c(P(c3ccccc3)c3ccccc3)cccc21, [Cs+], [Cs+], NCc1cccnc1. The product is CN1CCN(c2ccc(Nc3ncc4ccc(NCc5cccnc5)n4n3)cc2)CC1. RXN SMILES: [Br:1][c:2]1[cH:3][cH:4][c:5]2[cH:6][n:7][c:8]([NH:11][c:12]3[cH:13][cH:14][c:15]([N:18]4[CH2:19][CH2:20][N:21]([CH3:24])[CH2:22][CH2:23]4)[cH:16][cH:17]3)[n:9][n:10]12.[C:75](=[O:76])([O-:77])[O-:78].[CH3:33][C:34]1([CH3:35])[c:36]2[cH:37][cH:38][cH:39][c:40]([P:41]([c:42]3[cH:43][cH:44][cH:45][cH:46][cH:47]3)[c:48]3[cH:49][cH:50][cH:51][cH:52][cH:53]3)[c:54]2[O:55][c:56]2[c:57]1[cH:58][cH:59][cH:60][c:61]2[P:62]([c:63]1[cH:64][cH:65][cH:66][cH:67][cH:68]1)[c:69]1[cH:70][cH:71][cH:72][cH:73][cH:74]1.[Cs+:79].[Cs+:80].[NH2:25][CH2:26][c:27]1[cH:28][n:29][cH:30][cH:31][cH:32]1>>[c:2]1([NH:25][CH2:26][c:27]2[cH:28][n:29][cH:30][cH:31][cH:32]2)[cH:3][cH:4][c:5]2[cH:6][n:7][c:8]([NH:11][c:12]3[cH:13][cH:14][c:15]([N:18]4[CH2:19][CH2:20][N:21]([CH3:24])[CH2:22][CH2:23]4)[cH:16][cH:17]3)[n:9][n:10]12. Starting materials: FC(S(=O)(=O)OC=1C2=C(N=C(N1)C1=CC(=CC=C1)Cl)CCS2(=O)=O)(F)F (2-(3-chlorophenyl)-5,5-dioxido-6,7-dihydrothieno[3,2-d]pyrimidin-4-yl trifluoromethanesulfonate), NC1=CC=C(C=C1)CCO (2-(4-aminophenyl)ethanol). Product: ClC=1C=C(C=CC1)C=1N=C(C2=C(N1)CCS2(=O)=O)NC2=CC=C(C=C2)CCO (2-(3-Chlorophenyl)-4-((4-(2-hydroxyethyl)phenyl)amino)-6,7-dihydrothieno[3,2-d]pyrimidine 5,5-dioxide). Isolated yield 65.6%. As a reaction SMILES: FC(F)(F)S(O[C:7]1[C:8]2[S:22](=[O:24])(=[O:23])[CH2:21][CH2:20][C:9]=2[N:10]=[C:11]([C:13]2[CH:18]=[CH:17][CH:16]=[C:15]([Cl:19])[CH:14]=2)[N:12]=1)(=O)=O.[NH2:27][C:28]1[CH:33]=[CH:32][C:31]([CH2:34][CH2:35][OH:36])=[CH:30][CH:29]=1>>[Cl:19][C:15]1[CH:14]=[C:13]([C:11]2[N:12]=[C:7]([NH:27][C:28]3[CH:33]=[CH:32][C:31]([CH2:34][CH2:35][OH:36])=[CH:30][CH:29]=3)[C:8]3[S:22](=[O:24])(=[O:23])[CH2:21][CH2:20][C:9]=3[N:10]=2)[CH:18]=[CH:17][CH:16]=1. Reported procedure: Following general procedure H, 2-(3-chlorophenyl)-5,5-dioxido-6,7-dihydrothieno[3,2-d]pyrimidin-4-yl trifluoromethanesulfonate (0.095 g, 0.22 mmol) was reacted with 2-(4-aminophenyl)ethanol (0.036 g, 0.26 mmol) to afford the title compound (0.060 g, 65%) as a white solid. MW=415.89. 1H NMR (DMSO-d6, 500 MHz) δ 9.51 (s, 1H), 8.24-8.17 (m, 2H), 7.64-7.60 (m, 1H), 7.58-7.53 (m, 3H), 7.27 (d, J=8.5 Hz, 2H), 4.65 (t, J=5.5 Hz, 1H), 3.72 (t, J=7.0 Hz, 2H), 3.67-3.62 (m, 2H), 3.44-3.38 (m, 2H), 2.76 (t... Reactants: O[C@@](CC(=O)O)(CC)C1=C(C(=NC=C1)OC)CO ((R)-3-hydroxy-3-(3-hydroxymethyl-2-methoxy-pyridin-4-yl)-pentanoic acid), Br (HBr). Run in COCCOC (1,2-dimethoxyethane). Conditions: temperature 50 celsius, time 15 minute. Product: C(C)[C@]1(CCOCC2=C1C=CNC2)O ((R)-5-ethyl-5-hydroxy-2,5,6,9-tetrahydro-8-oxa-2-aza-benzocycloheptene). As a reaction SMILES: [OH:1][C@:2]([C:9]1[CH:14]=[CH:13][N:12]=[C:11](OC)[C:10]=1[CH2:17][OH:18])([CH2:7][CH3:8])[CH2:3][C:4](O)=O.Br>COCCOC>[CH2:7]([C@:2]1([OH:1])[C:9]2[CH:14]=[CH:13][NH:12][CH2:11][C:10]=2[CH2:17][O:18][CH2:4][CH2:3]1)[CH3:8]. Procedure details: To a stirred solution of 1.097 g (R)-3-hydroxy-3-(3-hydroxymethyl-2-methoxy-pyridin-4-yl)-pentanoic acid (4.298 mmol) as obtainable from example 19, in 15.1 mL 1,2-dimethoxyethane, were added 1.014 mL aqueous HBr (48%) (9.03 mmol, 2.1 eq). After 15 min at room temperature, the solution was heated to 50° C. After 18 h at 50° C., the resulting suspension was allowed to stir at room temperature for additional 24 h and subsequently to stand at 5° C. for 18 h. The precipitate was collected by filtrat... Procedure details: To 5-[3-(2-chloro-4-pyrimidinyl)-7-fluoroimidazo[1,2-a]pyridin-2-yl]-N-(2,6-difluoro-phenyl)-2-(methyloxy)benzamide (Example 197, step A) (114 mg, 0.22 mmol) and 4-(1,4′-bipiperidin-1′-yl)-2-(methyloxy)aniline (Example 22, step C) (65 mg, 0.22 mmol) in 2,2,2-trifluoroethanol (1.5 mL) was added 4 M HCl in dioxane (112 μL, 0.45 mmol). The mixture was stirred and heated on a microwave at 150° C. for 45 min, then cooled to rt. The mixture was neutralized with 0.5M sodium methoxide in MeOH. The mixtu... The reactants are ClC1=NC=CC(=N1)C1=C(N=C2N1C=CC(=C2)F)C=2C=CC(=C(C(=O)NC1=C(C=CC=C1F)F)C2)OC (5-[3-(2-chloro-4-pyrimidinyl)-7-fluoroimidazo[1,2-a]pyridin-2-yl]-N-(2,6-difluorophenyl)-2-(methyloxy)benzamide), N1(CCCCC1)C1CCN(CC1)C1=CC(=C(N)C=C1)OC (4-(1,4′-bipiperidin-1′-yl)-2-(methyloxy)aniline), Cl (HCl), O1CCOCC1 (dioxane), C[O-].[Na+] (sodium methoxide), Teflon. Solvent: CO (MeOH), CCCCCC (hexane), FC(CO)(F)F (2,2,2-trifluoroethanol), C(Cl)Cl (DCM). As a reaction SMILES: Cl[C:2]1[N:7]=[C:6]([C:8]2[N:12]3[CH:13]=[CH:14][C:15]([F:17])=[CH:16][C:11]3=[N:10][C:9]=2[C:18]2[CH:19]=[CH:20][C:21]([O:35][CH3:36])=[C:22]([CH:34]=2)[C:23]([NH:25][C:26]2[C:31]([F:32])=[CH:30][CH:29]=[CH:28][C:27]=2[F:33])=[O:24])[CH:5]=[CH:4][N:3]=1.[N:37]1([CH:43]2[CH2:48][CH2:47][N:46]([C:49]3[CH:55]=[CH:54][C:52]([NH2:53])=[C:51]([O:56][CH3:57])[CH:50]=3)[CH2:45][CH2:44]2)[CH2:42][CH2:41][CH2:40][CH2:39][CH2:38]1.Cl.O1CCOCC1.C[O-].[Na+]>FC(F)(F)CO.CO.C(Cl)Cl.CCCCCC>[N:37]1([CH:43]2[CH2:48][CH2:47][N:46]([C:49]3[CH:55]=[CH:54][C:52]([NH:53][C:2]4[N:7]=[C:6]([C:8]5[N:12]6[CH:13]=[CH:14][C:15]([F:17])=[CH:16][C:11]6=[N:10][C:9]=5[C:18]5[CH:19]=[CH:20][C:21]([O:35][CH3:36])=[C:22]([CH:34]=5)[C:23]([NH:25][C:26]5[C:31]([F:32])=[CH:30][CH:29]=[CH:28][C:27]=5[F:33])=[O:24])[CH:5]=[CH:4][N:3]=4)=[C:51]([O:56][CH3:57])[CH:50]=3)[CH2:45][CH2:44]2)[CH2:42][CH2:41][CH2:40][CH2:39][CH2:38]1 |f:4.5|. The yield is 86.4%. Run at temperature 150 celsius. The product is N1(CCCCC1)C1CCN(CC1)C1=CC(=C(C=C1)NC1=NC=CC(=N1)C1=C(N=C2N1C=CC(=C2)F)C=2C=CC(=C(C(=O)NC1=C(C=CC=C1F)F)C2)OC)OC (5-[3-(2-{[4-(1,4′-bipiperidin-1′-yl)-2-(methyloxy)phenyl]amino}-4-pyrimidinyl)-7-fluoroimidazo[1,2-a]pyridin-2-yl]-N-(2,6-difluorophenyl)-2-(methyloxy)benzamide). Starting materials: C(C)(=O)O[C@H]1[C@@H](O[C@@H]([C@H]1OC(C)=O)COC(C)=O)N1C=NC=2C(=O)NC(N)=NC12 (2′,3′,5′-tri-O-acetylguanosine), OO (hydrogen peroxide), aqueous solution, S(O)(O)(=O)=O (sulfuric acid), FC(F)(F)I (trifluoromethyl iodide). Reagents/catalysts: S(=O)(=O)([O-])[O-].[Fe+2] (iron (II) sulfate). The solvent is CS(=O)C (dimethyl sulfoxide), CS(=O)C (dimethyl sulfoxide), CS(=O)C (dimethyl sulfoxide). Conditions: temperature 45 celsius, time 20 minute. Yields the product FC(C=1N([C@H]2[C@H](OC(C)=O)[C@H](OC(C)=O)[C@@H](COC(C)=O)O2)C=2N=C(NC(C2N1)=O)N)(F)F (8-trifluoromethyl-2′,3′,5′-tri-O-acetylguanosine). Isolated yield 51.0%. RXN SMILES: [C:1]([O:4][C@@H:5]1[C@H:9]([O:10][C:11](=[O:13])[CH3:12])[C@@H:8]([CH2:14][O:15][C:16](=[O:18])[CH3:17])[O:7][C@H:6]1[N:19]1[C:29]2[N:28]=[C:26]([NH2:27])[NH:25][C:23](=[O:24])[C:22]=2[N:21]=[CH:20]1)(=[O:3])[CH3:2].S(=O)(=O)(O)O.[F:35][C:36](I)([F:38])[F:37].OO>S([O-])([O-])(=O)=O.[Fe+2].CS(C)=O>[F:35][C:36]([F:38])([F:37])[C:20]1[N:19]([C:29]2[N:28]=[C:26]([NH2:27])[NH:25][C:23](=[O:24])[C:22]=2[N:21]=1)[C@@H:6]1[O:7][C@H:8]([CH2:14][O:15][C:16](=[O:18])[CH3:17])[C@@H:9]([O:10][C:11](=[O:13])[CH3:12])[C@H:5]1[O:4][C:1](=[O:3])[CH3:2] |f:4.5|. Reported procedure: 0.41 g (1.0 mmol) of 2′,3′,5′-tri-O-acetylguanosine was weighed and placed in a 50 ml two-neck flask equipped with a magnetic rotor and the atmosphere in the flask was replaced with argon. The following materials were added thereinto: 2.0 ml of dimethyl sulfoxide, 2.0 ml of a 1N dimethyl sulfoxide solution of sulfuric acid, 1.0 ml of a 3.0 mol/l of dimethyl sulfoxide solution of trifluoromethyl iodide, 0.3 ml of a 1.0 mol/l aqueous solution of iron (II) sulfate and 0.2 ml of a 30% hydrogen perox...